This data is from the Open Reaction Database (ORD), a public repository of structured organic reaction records. The task is: describe an organic reaction: reactants, conditions, products, and yield Reactants: C1(=CC=CC=C1)CCCN (3-phenylpropan-1-amine), C1N(CC=2C=NC=CC21)C(=O)N[C@@H]2C[C@H](C2)C(=O)O (trans-3-(2,3-dihydro-1H-pyrrolo[3,4-c]pyridine-2-carboxamido)cyclobutanecarboxylic acid), C1N(CC2=CC=CC=C12)C(=O)NC1=CC=C(C(=O)O)C=C1 (4-(isoindoline-2-carboxamido)benzoic acid). Yields the product C1(=CC=CC=C1)CCCNC(=O)[C@@H]1C[C@H](C1)NC(=O)N1CC=2C=NC=CC2C1 (N-{trans-3-[(3-phenylpropyl)carbamoyl]cyclobutyl}-1,3-dihydro-2H-pyrrolo[3,4-c]pyridine-2-carboxamide). RXN SMILES: [C:1]1([CH2:7][CH2:8][CH2:9][NH2:10])[CH:6]=[CH:5][CH:4]=[CH:3][CH:2]=1.[CH2:11]1[C:19]2[CH:18]=[CH:17][N:16]=[CH:15][C:14]=2[CH2:13][N:12]1[C:20]([NH:22][C@H:23]1[CH2:26][C@H:25]([C:27](O)=[O:28])[CH2:24]1)=[O:21].C1C2C(=CC=CC=2)CN1C(NC1C=CC(C(O)=O)=CC=1)=O>>[C:1]1([CH2:7][CH2:8][CH2:9][NH:10][C:27]([C@H:25]2[CH2:26][C@H:23]([NH:22][C:20]([N:12]3[CH2:11][C:19]4[CH:18]=[CH:17][N:16]=[CH:15][C:14]=4[CH2:13]3)=[O:21])[CH2:24]2)=[O:28])[CH:6]=[CH:5][CH:4]=[CH:3][CH:2]=1. Procedure details: The title compound was prepared as described in Example 1C, substituting 3-phenylpropylamine for 3-phenylpropan-1-amine and trans-3-(2,3-dihydro-1H-pyrrolo[3,4-c]pyridine-2-carboxamido)cyclobutanecarboxylic acid for 4-(isoindoline-2-carboxamido)benzoic acid. 1H NMR (400 MHz, DMSO-d6) δ ppm 8.56 (s, 1H), 8.47 (d, J=5.0 Hz, 1H), 7.75 (t, J=5.5 Hz, 1H), 7.38 (d, J=5.1 Hz, 1H), 7.32-7.24 (m, 2H), 7.24-7.13 (m, 3H), 6.58 (d, J=7.6 Hz, 1H), 4.66-4.55 (m, 4H), 4.41-4.27 (m, 1H), 3.11-3.03 (m, 2H), 2.89... Starting materials: C(C)(C)(C)OC(CN1C2=C(CCC(C1=O)NC1C(OC(C1)C1=CC=CC=C1)=O)C=CC=C2)=O ([2-oxo-3-(2-oxo-5-phenyl-tetrahydro-furan-3-ylamino)-2,3,4,5-tetrahydro-benzo[b]azepin-1-yl]-acetic acid tert-butyl ester), C(=O)[O-].[NH4+] (ammonium formate), C(C1=CC=CC=C1)(=O)C=CC(=O)OCC (Ethyl 3-benzoylacrylate), N[C@@H]1C(N(C2=C(CC1)C=CC=C2)CC(=O)OC(C)(C)C)=O ((3S)-3-amino-1-t-butoxycarbonylmethyl-2,3,4,5-tetrahydro-1H-benzazepin-2-one). Reagents/catalysts: [Pd] (Pd—C), [Pd] (Pd—C). Solvent: C1(=CC=CC=C1)C (toluene). Run at temperature 40 celsius, time 18 hour. Yields the product C(=O)(O)C(CCC1=CC=CC=C1)NC1C(N(C2=C(CC1)C=CC=C2)CC(=O)OC(C)(C)C)=O (3-[[1-(carboxy)-3-phenyl-propyl]amino]-1-t-butoxycarbonylmethyl-2,3,4,5-tetrahydro-1H-benzazepin-2-one). Yield: 54.0%. RXN SMILES: C(C=CC(OCC)=O)(=O)C1C=CC=CC=1.N[C@H]1CCC2C=CC=CC=2N(CC(OC(C)(C)C)=O)C1=O.[C:37]([O:41][C:42](=[O:69])[CH2:43][N:44]1[C:50](=[O:51])[CH:49]([NH:52][CH:53]2[CH2:57][CH:56]([C:58]3[CH:63]=[CH:62][CH:61]=[CH:60][CH:59]=3)[O:55][C:54]2=[O:64])[CH2:48][CH2:47][C:46]2[CH:65]=[CH:66][CH:67]=[CH:68][C:45]1=2)([CH3:40])([CH3:39])[CH3:38].C([O-])=O.[NH4+]>C1(C)C=CC=CC=1.[Pd]>[C:54]([CH:53]([NH:52][CH:49]1[CH2:48][CH2:47][C:46]2[CH:65]=[CH:66][CH:67]=[CH:68][C:45]=2[N:44]([CH2:43][C:42]([O:41][C:37]([CH3:39])([CH3:38])[CH3:40])=[O:69])[C:50]1=[O:51])[CH2:57][CH2:56][C:58]1[CH:59]=[CH:60][CH:61]=[CH:62][CH:63]=1)([OH:64])=[O:55] |f:3.4|. Procedure: Ethyl 3-benzoylacrylate (13a) (55.6 g, 272 mmoles) is dropped into a solution of (3S)-3-amino-1-t-butoxycarbonylmethyl-2,3,4,5-tetrahydro-1H-benzazepin-2-one (11) (66.2 g, 228 mmoles) in 200 ml of toluene, at room temperature in 1 h. The resulting mixture is left under stirring for 18 h, then added with 10% Pd—C (26 g, 22 mmoles) and hydrogenated at 3 atm for 18 h at room temperature. After completion of the reaction the catalyst is filtered off through Celite, 100 ml of acetic acid are added an... Starting materials: ClC1=NC2=CC=CC=C2C(=C1[N+](=O)[O-])NCC=1C=NC=CC1 (2-Chloro-3-nitro-N-(pyridin-3-ylmethyl)quinolin-4-amine). The reagents and catalysts are [Pt] (platinum on carbon). The solvent is C(C)#N (acetonitrile). Product: ClC1=NC2=CC=CC=C2C(=C1N)NCC=1C=NC=CC1 (2-chloro-N4-(pyridin-3-ylmethyl)quinoline-3,4-diamine). Yield: 87.8%. Reaction SMILES: [Cl:1][C:2]1[C:11]([N+:12]([O-])=O)=[C:10]([NH:15][CH2:16][C:17]2[CH:18]=[N:19][CH:20]=[CH:21][CH:22]=2)[C:9]2[C:4](=[CH:5][CH:6]=[CH:7][CH:8]=2)[N:3]=1>[Pt].C(#N)C>[Cl:1][C:2]1[C:11]([NH2:12])=[C:10]([NH:15][CH2:16][C:17]2[CH:18]=[N:19][CH:20]=[CH:21][CH:22]=2)[C:9]2[C:4](=[CH:5][CH:6]=[CH:7][CH:8]=2)[N:3]=1. Procedure: 2-Chloro-3-nitro-N-(pyridin-3-ylmethyl)quinolin-4-amine (13.0 g, 41.0 mmol), 5% platinum on carbon (1.3 g), and acetonitrile (60 mL) were added to a hydrogenation vessel and placed under hydrogen pressure (50 psi, 3.4×105 Pa) overnight. The mixture was filtered through a layer of CELITE filter agent, and the filter cake was washed with acetonitrile and methanol. The filtrate was concentrated under reduced pressure to provide 10.25 g of 2-chloro-N4-(pyridin-3-ylmethyl)quinoline-3,4-diamine, which...